This data is from the Open Reaction Database (ORD), a public repository of structured organic reaction records. The task is: describe an organic reaction: reactants, conditions, products, and yield Yields the product COc1c(C2OCCO2)cc(C(C)(C)C)cc1[N+](=O)[O-]. Reactants: COc1c(C=O)cc(C(C)(C)C)cc1[N+](=O)[O-], O, OCCO, c1ccccc1. RXN SMILES: [C:1]([CH3:2])([CH3:3])([CH3:4])[c:5]1[cH:6][c:7]([N+:15](=[O:16])[O-:17])[c:8]([O:13][CH3:14])[c:9]([CH:10]=[O:11])[cH:12]1.[OH2:22].[OH:18][CH2:19][CH2:20][OH:21].[cH:23]1[cH:24][cH:25][cH:26][cH:27][cH:28]1>>[C:1]([CH3:2])([CH3:3])([CH3:4])[c:5]1[cH:6][c:7]([N+:15](=[O:16])[O-:17])[c:8]([O:13][CH3:14])[c:9]([CH:10]2[O:11][CH2:20][CH2:19][O:18]2)[cH:12]1. Reactants: CN(C)C=O, NCCCl, Cl, [H-], [Na+], Oc1ccc(-n2ccnc2)cc1. Product: Cl, Cl, NCCOc1ccc(-n2ccnc2)cc1. Reaction SMILES: [CH3:20][N:21]([CH3:22])[CH:23]=[O:24].[Cl:16][CH2:17][CH2:18][NH2:19].[ClH:15].[H-:1].[Na+:2].[n:3]1(-[c:8]2[cH:9][cH:10][c:11]([OH:14])[cH:12][cH:13]2)[cH:4][n:5][cH:6][cH:7]1>>[ClH:15].[ClH:16].[n:3]1(-[c:8]2[cH:9][cH:10][c:11]([O:14][CH2:17][CH2:18][NH2:19])[cH:12][cH:13]2)[cH:4][n:5][cH:6][cH:7]1. Reactants: FC(C=1C=CC=C2C(CCOC12)NC(=O)NC1=C2C=NN(C2=CC=C1)C(=O)OC)(F)F (methyl 4-[({[8-(trifluoromethyl)-3,4-dihydro-2H-chromen-4-yl]amino}carbonyl)amino]-1H-indazole-1-carboxylate), [OH-].[Na+] (sodium hydroxide). Run in O (water), O1CCCC1 (tetrahydrofuran), CO (methanol). Run at time 2 hour. The product is N1N=CC2=C(C=CC=C12)NC(=O)NC1CCOC2=C(C=CC=C12)C(F)(F)F (N-1H-indazol-4-yl-N′-[8-(trifluoromethyl)-3,4-dihydro-2H-chromen-4-yl]urea). Yield: 49.4%. Reaction SMILES: [F:1][C:2]([F:31])([F:30])[C:3]1[CH:4]=[CH:5][CH:6]=[C:7]2[C:12]=1[O:11][CH2:10][CH2:9][CH:8]2[NH:13][C:14]([NH:16][C:17]1[CH:25]=[CH:24][CH:23]=[C:22]2[C:18]=1[CH:19]=[N:20][N:21]2C(OC)=O)=[O:15].[OH-].[Na+]>O1CCCC1.CO.O>[NH:21]1[C:22]2[C:18](=[C:17]([NH:16][C:14]([NH:13][CH:8]3[C:7]4[C:12](=[C:3]([C:2]([F:1])([F:31])[F:30])[CH:4]=[CH:5][CH:6]=4)[O:11][CH2:10][CH2:9]3)=[O:15])[CH:25]=[CH:24][CH:23]=2)[CH:19]=[N:20]1 |f:1.2|. Procedure: A solution of Example 37F (0.68 g, 1.56 mmol) in a mixture of 5 ml tetrahydrofuran and 5 ml methanol was treated with sodium hydroxide (5M in methanol, 3 ml, 15 mmol), and the reaction stirred at ambient temperature for 2 hours. The reaction mixture was diluted with water, and the precipitate that formed was collected by filtration. After drying, the solid was purified using reverse-phase HPLC (acetonitrile-water with 0.1% trifluoroacetic acid as eluent) to provide 0.29 g of title compound. 1H N... Starting materials: ClC1=C(C(=CC=C1)Cl)CS(=O)(=O)C=1C=C2/C(/C(NC2=CC1)=O)=C/C1=C(C(=C(N1)C)C(=O)O)C (5-[5-(2,6-dichloro-phenylmethanesulfonyl)-2-oxo-1,2-dihydro-indol-(3Z)-ylidenemethyl]-2,4-dimethyl-1H-pyrrole-3-carboxylic acid), CCN=C=NCCCN(C)C (EDAC), C=1C=CC2=C(C1)N=NN2O (HOBt), C1(CC1)CNC[C@H]1NCCC1 (cyclopropylmethyl-(S)-1-pyrrolidin-2-ylmethyl-amine), TEA. Reaction conditions: time 2 day. Procedure details: To a mixture of 5-[5-(2,6-dichloro-phenylmethanesulfonyl)-2-oxo-1,2-dihydro-indol-(3Z)-ylidenemethyl]-2,4-dimethyl-1H-pyrrole-3-carboxylic acid (100 mg, 0.2 mmol), EDAC (76 mg), HOBt (27 mg) in DMF (4 mL) was added cyclopropylmethyl-(S)-1-pyrrolidin-2-ylmethyl-amine (0.05 mL) and TEA (0.08 mL). The mixture was stirred at rt for 2 days. The reaction was concentrated and the residue was purified on a silica gel column to give the titled compound. Run in CN(C)C=O (DMF). Yields the product C1(CC1)CNC[C@H]1N(CCC1)C(=O)C=1C(=C(NC1C)\C=C\1/C(NC2=CC=C(C=C12)S(=O)(=O)CC1=C(C=CC=C1Cl)Cl)=O)C (3-[1-(4-{(S)-2-[(Cyclopropylmethyl-amino)-methyl]-pyrrolidine-1-carbonyl}-3,5-dimethyl-1H-pyrrol-2-yl)-meth-(Z)-ylidene]-5-(2,6-dichloro-phenylmethanesulfonyl)-1,3-dihydro-indol-2-one). Reaction SMILES: [Cl:1][C:2]1[CH:7]=[CH:6][CH:5]=[C:4]([Cl:8])[C:3]=1[CH2:9][S:10]([C:13]1[CH:14]=[C:15]2[C:19](=[CH:20][CH:21]=1)[NH:18][C:17](=[O:22])/[C:16]/2=[CH:23]\[C:24]1[NH:28][C:27]([CH3:29])=[C:26]([C:30]([OH:32])=O)[C:25]=1[CH3:33])(=[O:12])=[O:11].CCN=C=NCCCN(C)C.C1C=CC2N(O)N=NC=2C=1.[CH:55]1([CH2:58][NH:59][CH2:60][C@@H:61]2[CH2:65][CH2:64][CH2:63][NH:62]2)[CH2:57][CH2:56]1>CN(C=O)C>[CH:55]1([CH2:58][NH:59][CH2:60][C@@H:61]2[CH2:65][CH2:64][CH2:63][N:62]2[C:30]([C:26]2[C:25]([CH3:33])=[C:24](/[CH:23]=[C:16]3\[C:17](=[O:22])[NH:18][C:19]4[C:15]\3=[CH:14][C:13]([S:10]([CH2:9][C:3]3[C:4]([Cl:8])=[CH:5][CH:6]=[CH:7][C:2]=3[Cl:1])(=[O:12])=[O:11])=[CH:21][CH:20]=4)[NH:28][C:27]=2[CH3:29])=[O:32])[CH2:56][CH2:57]1. Starting materials: FC(CCSCCO)(C(C(C(F)(F)F)(F)F)(F)F)F (2-(3,3,4,4,5,5,6,6,6-nonafluorohexylthio)ethanol), ClC1=CC(=CC=C1)C(=O)OO (m-chloroperbenzoic acid), O.O.O.O.O.S(=S)(=O)([O-])[O-].[Na+].[Na+] (sodium thiosulfate pentahydrate), O (water). Run in C(Cl)Cl (methylene chloride), C(Cl)Cl (methylene chloride). Product: FC(CCS(=O)(=O)CCO)(C(C(C(F)(F)F)(F)F)(F)F)F (2-(3,3,4,4,5,5,6,6,6-nonafluorohexylsulfonyl)ethanol). Isolated yield 65.3%. RXN SMILES: [F:1][C:2]([F:19])([C:9]([F:18])([F:17])[C:10]([F:16])([F:15])[C:11]([F:14])([F:13])[F:12])[CH2:3][CH2:4][S:5][CH2:6][CH2:7][OH:8].ClC1C=CC=C(C(OO)=O)C=1.[OH2:31].[OH2:32].O.O.O.S([O-])([O-])(=O)=S.[Na+].[Na+].O>C(Cl)Cl>[F:19][C:2]([F:1])([C:9]([F:17])([F:18])[C:10]([F:15])([F:16])[C:11]([F:12])([F:13])[F:14])[CH2:3][CH2:4][S:5]([CH2:6][CH2:7][OH:8])(=[O:32])=[O:31] |f:2.3.4.5.6.7.8.9|. Procedure details: 2-(3,3,4,4,5,5,6,6,6-nonafluorohexylthio)ethanol (50.0 g, 154 mmol) prepared in Synthetic Example 3 was dissolved in methylene chloride (850 ml), and m-chloroperbenzoic acid (m-CPBA) (58.6 g, 340 mmol) was added at 0° C. for 15 minutes with stirring in nitrogen atmosphere. The mixture was stirred at room temperature for one night and then methylene chloride (300 ml) was added to the reaction mixture. The reaction mixture was injected into a mixture of an aqueous saturated sodium thiosulfate pent... Reactants: N=C(NC(=O)OCc1ccccc1)c1ccc2oc(C(=O)O)cc2c1, CC(C)(C)OC(=O)CN(C(=O)OC(C)(C)C)C1CCC(N)CC1. Yields the product CC(C)(C)OC(=O)CN(C(=O)OC(C)(C)C)C1CCC(NC(=O)c2cc3cc(C(=N)NC(=O)OCc4ccccc4)ccc3o2)CC1. As a reaction SMILES: [CH2:1]([c:2]1[cH:3][cH:4][cH:5][cH:6][cH:7]1)[O:8][C:9](=[O:10])[NH:11][C:12](=[NH:13])[c:14]1[cH:15][cH:16][c:17]2[c:18]([cH:19][c:20]([C:22](=[O:23])[OH:24])[o:21]2)[cH:25]1.[NH2:26][CH:27]1[CH2:28][CH2:29][CH:30]([N:33]([C:34](=[O:35])[O:36][C:37]([CH3:38])([CH3:39])[CH3:40])[CH2:41][C:42](=[O:43])[O:44][C:45]([CH3:46])([CH3:47])[CH3:48])[CH2:31][CH2:32]1>>[CH2:1]([c:2]1[cH:3][cH:4][cH:5][cH:6][cH:7]1)[O:8][C:9](=[O:10])[NH:11][C:12](=[NH:13])[c:14]1[cH:15][cH:16][c:17]2[c:18]([cH:19][c:20]([C:22](=[O:24])[NH:26][CH:27]3[CH2:28][CH2:29][CH:30]([N:33]([C:34](=[O:35])[O:36][C:37]([CH3:38])([CH3:39])[CH3:40])[CH2:41][C:42](=[O:43])[O:44][C:45]([CH3:46])([CH3:47])[CH3:48])[CH2:31][CH2:32]3)[o:21]2)[cH:25]1. Starting materials: [BH4-], CCOCC, [Cl-], [Cl-], Cl, CCOC(=O)C(Cc1cccc(OC(F)(F)C(F)F)n1)C(=O)c1ccc(F)cc1, [Na+], O, [Zn+2]. Product: CCOC(=O)C(Cc1cccc(OC(F)(F)C(F)F)n1)C(O)c1ccc(F)cc1. RXN SMILES: [BH4-:1].[CH3:34][CH2:35][O:36][CH2:37][CH3:38].[Cl-:39].[Cl-:41].[ClH:32].[F:3][c:4]1[cH:5][cH:6][c:7]([C:10]([CH:11]([C:12](=[O:13])[O:14][CH2:15][CH3:16])[CH2:17][c:18]2[n:19][c:20]([O:24][C:25]([CH:26]([F:27])[F:28])([F:29])[F:30])[cH:21][cH:22][cH:23]2)=[O:31])[cH:8][cH:9]1.[Na+:2].[OH2:33].[Zn+2:40]>>[F:3][c:4]1[cH:5][cH:6][c:7]([CH:10]([CH:11]([C:12](=[O:13])[O:14][CH2:15][CH3:16])[CH2:17][c:18]2[n:19][c:20]([O:24][C:25]([CH:26]([F:27])[F:28])([F:29])[F:30])[cH:21][cH:22][cH:23]2)[OH:31])[cH:8][cH:9]1.